This data is from the Open Reaction Database (ORD), a public repository of structured organic reaction records. The task is: describe an organic reaction: reactants, conditions, products, and yield The reactants are FC(C(=O)O)(F)F (Trifluoroacetic acid), CC([C@@H](C(=O)N[C@H](C)C1=CC=CC=C1)NC(=O)[C@@H](CC(=O)OC(C)(C)C)CCCC1=CC(=C(C=C1)OC1=CC=CC=C1)F)(C)C (tert-butyl (3R)-3-({[(1S)-2,2-dimethyl-1-({[(1R)-1-phenylethyl]amino}carbonyl)propyl]amino}carbonyl)-6-(3-fluoro-4-phenoxyphenyl)hexanoate). Solvent: ClCCl (dichloromethane). Conditions: time 16 hour. Product: CC([C@@H](C(=O)N[C@H](C)C1=CC=CC=C1)NC(=O)[C@@H](CC(=O)O)CCCC1=CC(=C(C=C1)OC1=CC=CC=C1)F)(C)C ((3R)-3-({[(1S)-2,2-Dimethyl-1-({[(1R)-1-phenylethyl]amino}carbonyl)propyl]amino}carbonyl)-6-(3-fluoro-4-phenoxyphenyl)hexanoic acid). Isolated yield 98.8%. As a reaction SMILES: FC(F)(F)C(O)=O.[CH3:8][C:9]([CH3:52])([CH3:51])[C@H:10]([NH:22][C:23]([C@H:25]([CH2:34][CH2:35][CH2:36][C:37]1[CH:42]=[CH:41][C:40]([O:43][C:44]2[CH:49]=[CH:48][CH:47]=[CH:46][CH:45]=2)=[C:39]([F:50])[CH:38]=1)[CH2:26][C:27]([O:29]C(C)(C)C)=[O:28])=[O:24])[C:11]([NH:13][C@@H:14]([C:16]1[CH:21]=[CH:20][CH:19]=[CH:18][CH:17]=1)[CH3:15])=[O:12]>ClCCl>[CH3:51][C:9]([CH3:8])([CH3:52])[C@H:10]([NH:22][C:23]([C@H:25]([CH2:34][CH2:35][CH2:36][C:37]1[CH:42]=[CH:41][C:40]([O:43][C:44]2[CH:45]=[CH:46][CH:47]=[CH:48][CH:49]=2)=[C:39]([F:50])[CH:38]=1)[CH2:26][C:27]([OH:29])=[O:28])=[O:24])[C:11]([NH:13][C@@H:14]([C:16]1[CH:17]=[CH:18][CH:19]=[CH:20][CH:21]=1)[CH3:15])=[O:12]. Procedure details: Trifluoroacetic acid (2 mL) was added dropwise over 5 min to a stirred solution of tert-butyl (3R)-3-({[(1S)-2,2-dimethyl-1-({[(1R)-1-phenylethyl]amino}carbonyl)propyl]amino}carbonyl)-6-(3-fluoro-4-phenoxyphenyl)hexanoate (876 mg, 1.41 mmol) in anhydrous dichloromethane (6 mL) under nitrogen at 20° C. The solution was stirred for 16 h and concentrated under reduced pressure. The residue was dissolved in toluene and concentrated under reduced pressure (twice). Purification by flash chromatography... Reactants: C([O-])(O)=O.[Na+] (sodium bicarbonate), C(CCCCCCCCCCCCC)OC1=CC=C(CO)C=C1 (4-(Tetradecyloxy)benzyl alcohol), N1=CC=CC=C1 (pyridine), ClC(=O)OC1=CC=CC=C1 (phenyl chloroformate). Solvent: C(Cl)Cl (methylene chloride). Reaction conditions: temperature 0 celsius, time 15 minute. Yields the product C(OC1=CC=CC=C1)(OCC1=CC=C(C=C1)OCCCCCCCCCCCCCC)=O (Phenyl [4-(tetradecyloxy)phenyl]methyl carbonate). Reaction SMILES: [CH2:1]([O:15][C:16]1[CH:23]=[CH:22][C:19]([CH2:20][OH:21])=[CH:18][CH:17]=1)[CH2:2][CH2:3][CH2:4][CH2:5][CH2:6][CH2:7][CH2:8][CH2:9][CH2:10][CH2:11][CH2:12][CH2:13][CH3:14].N1C=CC=CC=1.Cl[C:31]([O:33][C:34]1[CH:39]=[CH:38][CH:37]=[CH:36][CH:35]=1)=[O:32].C(=O)(O)[O-].[Na+]>C(Cl)Cl>[C:31](=[O:32])([O:21][CH2:20][C:19]1[CH:18]=[CH:17][C:16]([O:15][CH2:1][CH2:2][CH2:3][CH2:4][CH2:5][CH2:6][CH2:7][CH2:8][CH2:9][CH2:10][CH2:11][CH2:12][CH2:13][CH3:14])=[CH:23][CH:22]=1)[O:33][C:34]1[CH:39]=[CH:38][CH:37]=[CH:36][CH:35]=1 |f:3.4|. Procedure: To a 0° C. mixture of 9.0 g of product from Example 19, 4.44 g of pyridine and 70 ml of methylene chloride is added, dropwise, 5.28 of phenyl chloroformate. The reaction is stirred at 0° C. for 15 minutes; followed by room temperature for 30 minutes. The mixture is poured into saturated sodium bicarbonate and the aqueous layer is extracted with methylene chloride. The combined organic layers are washed with saturated sodium chloride, dried and concentrated in vacuo. The residue is purified by co... Starting materials: C(CCCCCCCCC)O (n-decanol), CC(=O)OC1=CC=C(C=C1)C1=CC=C(C=C1)C(=O)O (4-methylcarbonyloxy-4'-carboxybiphenyl), C1(CCCCC1)N=C=NC1CCCCC1 (dicyclohexylcarbodiimide), CN(C)C1=NC=CC=C1 (dimethylaminopyridine), C(C)(C)(C)N (tert-butylamine). Solvent: O1CCCC1 (tetrahydrofuran). Conditions: time 24 hour. Product: C(CCCCCCCCC)OC(=O)C1=CC=C(C=C1)C1=CC=C(C=C1)O (4-n-decyloxycarbonyl-4'-hydroxy-biphenyl). Yield: 64.2%. Reaction SMILES: [CH2:1]([OH:11])[CH2:2][CH2:3][CH2:4][CH2:5][CH2:6][CH2:7][CH2:8][CH2:9][CH3:10].CC([O:15][C:16]1[CH:21]=[CH:20][C:19]([C:22]2[CH:27]=[CH:26][C:25]([C:28](O)=[O:29])=[CH:24][CH:23]=2)=[CH:18][CH:17]=1)=O.C1(N=C=NC2CCCCC2)CCCCC1.CN(C1C=CC=CN=1)C.C(N)(C)(C)C>O1CCCC1>[CH2:1]([O:11][C:28]([C:25]1[CH:24]=[CH:23][C:22]([C:19]2[CH:20]=[CH:21][C:16]([OH:15])=[CH:17][CH:18]=2)=[CH:27][CH:26]=1)=[O:29])[CH2:2][CH2:3][CH2:4][CH2:5][CH2:6][CH2:7][CH2:8][CH2:9][CH3:10]. Procedure: To a solution of n-decanol (1.6 g) and 4-methylcarbonyloxy-4'-carboxybiphenyl (2.6 g) in tetrahydrofuran (50 ml) were added dicyclohexylcarbodiimide (1.4 g) and dimethylaminopyridine (0.5 g), followed by stirring at room temperature for 24 hours. Thereto was added tert-butylamine and the mixture was refluxed at 70° C. for 2 hours and hydrolyzed. After the solvent was distilled off, dilute hydrochloric acid was added to make the solution neutral and the solution was extracted with diethyl ether. ... Starting materials: C(=O)C=1C=C(OC2=CC=C(C#N)C=C2)C=CC1 (4-(3-Formylphenoxy)benzonitrile), [C@@H]1(CCCC2=CC=CC=C12)N ((1S)-1,2,3,4-tetrahydro-1-naphthalenylamine). Yields the product [C@@H]1(CCCC2=CC=CC=C12)NCC=1C=C(OC2=CC=C(C#N)C=C2)C=CC1 (4-(3-{[(1S)-1,2,3,4-tetrahydro-1-naphthalenylamino]methyl}phenoxy)benzonitrile). Reaction SMILES: [CH:1]([C:3]1[CH:4]=[C:5]([CH:15]=[CH:16][CH:17]=1)[O:6][C:7]1[CH:14]=[CH:13][C:10]([C:11]#[N:12])=[CH:9][CH:8]=1)=O.[C@@H:18]1([NH2:28])[C:27]2[C:22](=[CH:23][CH:24]=[CH:25][CH:26]=2)[CH2:21][CH2:20][CH2:19]1>>[C@@H:18]1([NH:28][CH2:1][C:3]2[CH:4]=[C:5]([CH:15]=[CH:16][CH:17]=2)[O:6][C:7]2[CH:14]=[CH:13][C:10]([C:11]#[N:12])=[CH:9][CH:8]=2)[C:27]2[C:22](=[CH:23][CH:24]=[CH:25][CH:26]=2)[CH2:21][CH2:20][CH2:19]1. Reported procedure: The product from Example 50A and (1S)-1,2,3,4-tetrahydro-1-naphthalenylamine were processed as described in Example 1A to provide the title compound. The reactants are C(C)(C)(C)OC(=O)N1C(N(C(C1)=O)C1=CC(=CC(=C1)Cl)Cl)=O (3-(3,5-dichlorophenyl)-2,4-dioxoimidazolidine-1-carboxylic acid tert-butyl ester), C(#N)C1=CC=C(C=O)C=C1 (4-cyanobenzaldehyde), CC(=O)[O-].[Na+] (NaOAc). The solvent is CC(=O)OC(=O)C (Ac2O). The product is C(C)(=O)N\1C(N(C(/C1=C\C1=CC=C(C#N)C=C1)=O)C1=CC(=CC(=C1)Cl)Cl)=O ((E)-4-[3-Acetyl-1-(3,5-dichlorophenyl)-2,5-dioxoimidazolidin-4-ylidenemethyl]-benzonitrile). Yield: 109.9%. Reaction SMILES: C(O[C:6]([N:8]1[CH2:12][C:11](=[O:13])[N:10]([C:14]2[CH:19]=[C:18]([Cl:20])[CH:17]=[C:16]([Cl:21])[CH:15]=2)[C:9]1=[O:22])=[O:7])(C)(C)C.[C:23]([C:25]1[CH:32]=[CH:31][C:28]([CH:29]=O)=[CH:27][CH:26]=1)#[N:24].[CH3:33]C([O-])=O.[Na+]>CC(OC(C)=O)=O>[C:6]([N:8]1[C:9](=[O:22])[N:10]([C:14]2[CH:15]=[C:16]([Cl:21])[CH:17]=[C:18]([Cl:20])[CH:19]=2)[C:11](=[O:13])/[C:12]/1=[CH:29]\[C:28]1[CH:31]=[CH:32][C:25]([C:23]#[N:24])=[CH:26][CH:27]=1)(=[O:7])[CH3:33] |f:2.3|. Reported procedure: A mixture of 3-(3,5-dichlorophenyl)-2,4-dioxoimidazolidine-1-carboxylic acid tert-butyl ester (3.45 g, 10 mmol) (Preparation 11), 4-cyanobenzaldehyde (1.31 g, 10 mmol) and NaOAc (0.82 g, 10 mmol) was refluxed for 3 h in Ac2O (50 ml). The solid obtained after concentration was taken into a mixture of ice/water and DCM. The organic layer was dried and concentrated to yield a solid (4.4 g) which was chromatographed over silica gel (eluent: DCM) to yield 4-[3-acetyl-1-(3,5-dichlorophenyl)-2,5-dioxoi...